The task is: describe an organic reaction: reactants, conditions, products, and yield. This data is from the Open Reaction Database (ORD), a public repository of structured organic reaction records. The reactants are ClC1=CC=C(C=N1)CCl (6-chloro-3-pyridylmethyl chloride), C(C)N (ethylamine). Yields the product ClC1=CC=C(C=N1)CNCC (N-(6-Chloro-3-pyridylmethyl)-N-ethylamine). Procedure details: Using 6-chloro-3-pyridylmethyl chloride and 70% aqueous ethylamine solution, the reaction according to Reference Example 11 was carried out to give the title compound as a brown oil. As a reaction SMILES: [Cl:1][C:2]1[N:7]=[CH:6][C:5]([CH2:8]Cl)=[CH:4][CH:3]=1.[CH2:10]([NH2:12])[CH3:11]>>[Cl:1][C:2]1[N:7]=[CH:6][C:5]([CH2:8][NH:12][CH2:10][CH3:11])=[CH:4][CH:3]=1. Reactants: CCN=C=NCCCN(C)C, CN(C)c1ccncc1, CNOC, ClCCl, Cl, O=C(O)C1CO1. The product is CON(C)C(=O)C1CO1. As a reaction SMILES: [CH3:12][CH2:13][N:14]=[C:15]=[N:16][CH2:17][CH2:18][CH2:19][N:20]([CH3:21])[CH3:22].[CH3:26][N:27]([c:28]1[cH:29][cH:30][n:31][cH:32][cH:33]1)[CH3:34].[CH3:8][O:9][NH:10][CH3:11].[Cl:23][CH2:24][Cl:25].[ClH:7].[O:1]1[CH:2]([C:4](=[O:5])[OH:6])[CH2:3]1>>[O:1]1[CH:2]([C:4](=[O:6])[N:10]([O:9][CH3:8])[CH3:11])[CH2:3]1. Product: O=C(NC1CCC1)C1CCCN1. As a reaction SMILES: [CH2:1]([O:2][C:3](=[O:4])[N:11]1[CH:12]([C:16]([NH:17][CH:18]2[CH2:19][CH2:20][CH2:21]2)=[O:22])[CH2:13][CH2:14][CH2:15]1)[c:5]1[cH:6][cH:7][cH:8][cH:9][cH:10]1.[CH3:25][CH2:26][OH:27].[H:23][H:24]>>[NH:11]1[CH:12]([C:16]([NH:17][CH:18]2[CH2:19][CH2:20][CH2:21]2)=[O:22])[CH2:13][CH2:14][CH2:15]1. Reactants: O=C(NC1CCC1)C1CCCN1C(=O)OCc1ccccc1, CCO, [H][H]. Reactants: CCO, CCOC(=O)C(C)C(=O)OCC, CC(Cl)=CCCl, [Na]. RXN SMILES: [CH3:20][CH2:21][OH:22].[CH3:2][CH:3]([C:4](=[O:5])[O:6][CH2:7][CH3:8])[C:9](=[O:10])[O:11][CH2:12][CH3:13].[Cl:14][CH2:15][CH:16]=[C:17]([CH3:18])[Cl:19].[Na:1]>>[CH3:2][C:3]([C:4](=[O:5])[O:6][CH2:7][CH3:8])([C:9](=[O:10])[O:11][CH2:12][CH3:13])[CH2:15][CH:16]=[C:17]([CH3:18])[Cl:19]. Yields the product CCOC(=O)C(C)(CC=C(C)Cl)C(=O)OCC. As a reaction SMILES: [CH2:1]([CH3:2])[O:3][C:4](=[O:5])[c:6]1[c:7](=[O:18])[n:8]([CH3:17])[c:9]2[n:10][cH:11][cH:12][cH:13][c:14]2[c:15]1[Cl:16].[CH3:19][N:20]1[CH2:21][CH2:22][NH:23][CH2:24][CH2:25]1.[ClH:32].[Na+:26].[Na+:27].[O-:28][C:29](=[O:30])[O-:31]>>[CH2:1]([CH3:2])[O:3][C:4](=[O:5])[c:6]1[c:7](=[O:18])[n:8]([CH3:17])[c:9]2[n:10][cH:11][cH:12][cH:13][c:14]2[c:15]1[N:23]1[CH2:22][CH2:21][N:20]([CH3:19])[CH2:25][CH2:24]1. Reactants: CCOC(=O)c1c(Cl)c2cccnc2n(C)c1=O, CN1CCNCC1, Cl, [Na+], [Na+], O=C([O-])[O-]. Yields the product CCOC(=O)c1c(N2CCN(C)CC2)c2cccnc2n(C)c1=O. Starting materials: CO, ClCCl, COc1nc2cc(Cl)c(Cl)c(N(CCN3C(=O)c4ccccc4C3=O)S(C)(=O)=O)c2nc1OC, NN, O. The product is COc1nc2cc(Cl)c(Cl)c(N(CCN)S(C)(=O)=O)c2nc1OC. As a reaction SMILES: [CH3:41][OH:42].[Cl:38][CH2:39][Cl:40].[Cl:4][c:5]1[c:6]([N:20]([S:21](=[O:22])(=[O:23])[CH3:24])[CH2:25][CH2:26][N:27]2[C:28](=[O:29])[c:30]3[cH:31][cH:32][cH:33][cH:34][c:35]3[C:36]2=[O:37])[c:7]2[n:8][c:9]([O:18][CH3:19])[c:10]([O:16][CH3:17])[n:11][c:12]2[cH:13][c:14]1[Cl:15].[NH2:2][NH2:3].[OH2:1]>>[Cl:4][c:5]1[c:6]([N:20]([S:21](=[O:22])(=[O:23])[CH3:24])[CH2:25][CH2:26][NH2:27])[c:7]2[n:8][c:9]([O:18][CH3:19])[c:10]([O:16][CH3:17])[n:11][c:12]2[cH:13][c:14]1[Cl:15].